This data is from the Open Reaction Database (ORD), a public repository of structured organic reaction records. The task is: describe an organic reaction: reactants, conditions, products, and yield Starting materials: C(C)(C)C1=C(C(=CC(=C1)C=CC1=C(C=CC=C1)[N+](=O)[O-])C(C)C)O (2,6-diisopropyl-4-(2nitrostyryl)phenol). The reagents and catalysts are [C].[Pd] (palladium carbon). The solvent is C(C)O (ethanol). Conditions: time 7 hour. Product: NC1=C(CCC2=CC(=C(C(=C2)C(C)C)O)C(C)C)C=CC=C1 (4-(2-aminophenethyl)-2,6-diisopropylphenol). Yield: 84.1%. Reaction SMILES: [CH:1]([C:4]1[CH:9]=[C:8]([CH:10]=[CH:11][C:12]2[CH:17]=[CH:16][CH:15]=[CH:14][C:13]=2[N+:18]([O-])=O)[CH:7]=[C:6]([CH:21]([CH3:23])[CH3:22])[C:5]=1[OH:24])([CH3:3])[CH3:2]>C(O)C.[C].[Pd]>[NH2:18][C:13]1[CH:14]=[CH:15][CH:16]=[CH:17][C:12]=1[CH2:11][CH2:10][C:8]1[CH:9]=[C:4]([CH:1]([CH3:2])[CH3:3])[C:5]([OH:24])=[C:6]([CH:21]([CH3:22])[CH3:23])[CH:7]=1 |f:2.3|. Procedure details: To a suspension of 2,6-diisopropyl-4-(2nitrostyryl)phenol (1.3 g, 4.0 mmol) in ethanol (20 ml) was added a catalytic amount of 10% palladium carbon and the suspension was subjected to catalytic reduction at 1-2.5 atms at room temperature for 7 hrs. After filtering the catalyst, distilling off the solvent gave 4-(2-aminophenethyl)-2,6-diisopropylphenol (1.0 g, 84%) as a viscous oil. The reactants are CC=1C(=NC(=NC1C)NC=1SC=C(N1)C1=CC=CC=C1)O (5,6-dimethyl-2-(4-phenylthiazol-2-yl)amino-4-hydroxypyrimidine), P(=O)(Cl)(Cl)Cl (phosphorus oxychloride). Yields the product CC=1C(=NC(=NC1C)NC=1SC=C(N1)C1=CC=CC=C1)Cl (5,6-dimethyl-2-(4-phenylthiazol-2-yl)amino-4-chloropyrimidine). Yield: 50.0%. As a reaction SMILES: [CH3:1][C:2]1[C:3](O)=[N:4][C:5]([NH:9][C:10]2[S:11][CH:12]=[C:13]([C:15]3[CH:20]=[CH:19][CH:18]=[CH:17][CH:16]=3)[N:14]=2)=[N:6][C:7]=1[CH3:8].P(Cl)(Cl)([Cl:24])=O>>[CH3:1][C:2]1[C:3]([Cl:24])=[N:4][C:5]([NH:9][C:10]2[S:11][CH:12]=[C:13]([C:15]3[CH:20]=[CH:19][CH:18]=[CH:17][CH:16]=3)[N:14]=2)=[N:6][C:7]=1[CH3:8]. Procedure details: The same procedures as in Step 3 of Example 22 were repeated using 5,6-dimethyl-2-(4-phenylthiazol-2-yl)amino-4-hydroxypyrimidine (5.6 g, 18.77 mmol) and phosphorus oxychloride(7 ml) to afford 3.0 g of the titled compound. (Yield: 50%) Reactants: CC(=O)O, [K+], O=[Mn](=O)(=O)[O-], [Na+], [Na+], O=C([O-])[O-], O, OCc1nc2ccccc2[nH]1. Product: O=C(O)c1nc2ccccc2[nH]1. As a reaction SMILES: [CH3:25][C:26](=[O:27])[OH:28].[K+:24].[Mn:19]([O-:20])(=[O:21])(=[O:22])=[O:23].[Na+:12].[Na+:13].[O-:14][C:15](=[O:16])[O-:17].[OH2:18].[OH:1][CH2:2][c:3]1[nH:4][c:5]2[c:6]([n:7]1)[cH:8][cH:9][cH:10][cH:11]2>>[O:1]=[C:2]([c:3]1[nH:4][c:5]2[c:6]([n:7]1)[cH:8][cH:9][cH:10][cH:11]2)[OH:14]. The reactants are C(CCC)[Li] (n-butyllithium), [Cl-].[NH4+] (ammonium chloride), C(C)(=O)OC (methyl acetate), resultant mixture, CC(C)(C)C=1C=C(C=C(C1O)C(C)(C)C)SCCC=O (3-[[3,5-bis(1,1-dimethylethyl)-4-hydroxyphenyl]thio]propanal), CC(C)(C)C=1C=C(C=C(C1O)C(C)(C)C)SCCC=O (3-[[3,5-bis(1,1-dimethylethyl)-4-hydroxyphenyl]thio]propanal), C(C)(C)NC(C)C (diisopropylamine). The solvent is CCCCCC (hexane), O1CCCC1 (THF), O1CCCC1 (THF), O1CCCC1 (tetrahydrofuran). Reaction conditions: temperature -78 celsius, time 5 minute. The product is CC(C)(C)C=1C=C(C=C(C1O)C(C)(C)C)SCCC(CC(=O)OC)O (methyl 5-[[3,5-bis(1,1-dimethylethyl)-4-hydroxyphenyl]thio]-3-hydroxypentanoate). Reaction SMILES: C(NC(C)C)(C)C.C([Li])CCC.[C:13]([O:16][CH3:17])(=[O:15])[CH3:14].[CH3:18][C:19]([C:22]1[CH:23]=[C:24]([S:33][CH2:34][CH2:35][CH:36]=[O:37])[CH:25]=[C:26]([C:29]([CH3:32])([CH3:31])[CH3:30])[C:27]=1[OH:28])([CH3:21])[CH3:20].[Cl-].[NH4+]>O1CCCC1.CCCCCC>[CH3:32][C:29]([C:26]1[CH:25]=[C:24]([S:33][CH2:34][CH2:35][CH:36]([OH:37])[CH2:14][C:13]([O:16][CH3:17])=[O:15])[CH:23]=[C:22]([C:19]([CH3:18])([CH3:20])[CH3:21])[C:27]=1[OH:28])([CH3:30])[CH3:31] |f:4.5|. Procedure details: To a solution of 1.5 g of diisopropylamine in 25 ml of tetrahydrofuran (THF), stirred at -78° C. in an atmosphere of nitrogen, was added 6.5 ml of 1.6M n-butyllithium in hexane. The mixture was stirred at -78° C. for 5 min after which a solution of 1.2 g of methyl acetate in 5 ml of THF was added. The mixture was again stirred at -78° C. for 5 min. Then a solution of 1.75 g of 3-[[3,5-bis(1,1-dimethylethyl)-4-hydroxyphenyl]thio]propanal, the product of Example 3, in 20 ml of THF was added. The r... The reactants are Cl (HCl), [Na] (monosodium), OC1=CC(OC(=C1)C)=O (4-hydroxy- 6-methyl-2-pyrone), 2B, C1(=CC=C(C=C1)S(=O)O)C (p-toluenesulfinic acid). The solvent is C(C)O (ethanol). Product: OC1=C(C(OC(=C1)C)=O)SC (4-Hydroxy-6-methyl-3-methylthio-2-pyrone). The yield is 64.0%. Reaction SMILES: [Na].[OH:2][C:3]1[CH:8]=[C:7]([CH3:9])[O:6][C:5](=[O:10])[CH:4]=1.Cl.C1(C)C=C[C:15]([S:18](O)=O)=CC=1>C(O)C>[OH:2][C:3]1[CH:8]=[C:7]([CH3:9])[O:6][C:5](=[O:10])[C:4]=1[S:18][CH3:15] |^1:0|. Reported procedure: A mixture of the monosodium salt of 4-hydroxy- 6-methyl-2-pyrone (14.8 g., 0.100 mol), methyl p-toluenethiolsulfonate (20.2 g., 0.100 mol), and 2B absolute ethanol (250 ml.) was heated at reflux for 21 hours. The ethanol was removed by distillation in vacuo; on attempted trituration with water (200 ml.), an oil separated. The oil was removed and the aqueous phase extracted with chloroform (2 × 100 ml.). The oil and chloroform washings were combined, dried over anhydrous Na2SO4, and the chlorofor...